This data is from the Open Reaction Database (ORD), a public repository of structured organic reaction records. The task is: describe an organic reaction: reactants, conditions, products, and yield Starting materials: B, C=CCC1(c2ccc(F)cc2)CCN(C(C)C(C)(C)C)C(=O)O1, C1CCOC1, C1CCOC1, Cl, [Na+], [OH-], O, OO. Product: CC(N1CCC(CCCO)(c2ccc(F)cc2)OC1=O)C(C)(C)C. RXN SMILES: [BH3:24].[CH2:1]([CH:2]=[CH2:3])[C:4]1([c:17]2[cH:18][cH:19][c:20]([F:23])[cH:21][cH:22]2)[CH2:5][CH2:6][N:7]([CH:11]([CH3:12])[C:13]([CH3:14])([CH3:15])[CH3:16])[C:8](=[O:10])[O:9]1.[CH2:25]1[CH2:28][CH2:27][CH2:26][O:29]1.[CH2:35]1[O:36][CH2:37][CH2:38][CH2:39]1.[ClH:34].[Na+:31].[OH-:30].[OH2:40].[OH:32][OH:33]>>[CH2:1]([CH2:2][CH2:3][OH:29])[C:4]1([c:17]2[cH:18][cH:19][c:20]([F:23])[cH:21][cH:22]2)[CH2:5][CH2:6][N:7]([CH:11]([CH3:12])[C:13]([CH3:14])([CH3:15])[CH3:16])[C:8](=[O:10])[O:9]1. Reaction SMILES: [NH2:1][C:2]1[C:3](=[O:12])[N:4]([CH3:11])[C:5](=[O:10])[N:6]([CH3:9])[C:7]=1[CH3:8].Br[CH2:14][CH2:15][N:16]1[C:20](=[O:21])[C:19]2=[CH:22][CH:23]=[CH:24][CH:25]=[C:18]2[C:17]1=[O:26].C(=O)([O-])[O-].[K+].[K+]>C(#N)C>[C:17]1(=[O:26])[N:16]([CH2:15][CH2:14][NH:1][C:2]2[C:3](=[O:12])[N:4]([CH3:11])[C:5](=[O:10])[N:6]([CH3:9])[C:7]=2[CH3:8])[C:20](=[O:21])[C:19]2=[CH:22][CH:23]=[CH:24][CH:25]=[C:18]12 |f:2.3.4|. The product is C1(C=2C(C(N1CCNC=1C(N(C(N(C1C)C)=O)C)=O)=O)=CC=CC2)=O (5-(2-Phthalimidoethylamino)-1,3,6-trimethylpyrimidine-2,4(1H,3H)-dione). Run in C(C)#N (acetonitrile). The reactants are NC=1C(N(C(N(C1C)C)=O)C)=O (5-Amino-1,3,6-trimethylpyrimidine-2,4(1H,3H)-dione), BrCCN1C(C=2C(C1=O)=CC=CC2)=O (N-(2-bromoethyl)-phthalimide), C([O-])([O-])=O.[K+].[K+] (potassium carbonate). Procedure: 24.7 g. 5-Amino-1,3,6-trimethylpyrimidine-2,4(1H,3H)-dione, 44.5 g. N-(2-bromoethyl)-phthalimide and 30.2 g. potassium carbonate are stirred in 450 ml. acetonitrile for 4 days in an autoclave at 110° to 130° C. The inorganic salts are filtered off with suction and the filtrate is evaporated. The residue is purified over silica gel using ethyl acetate as elution agent. There are obtained 13.7 g. (27% of theory) of the desired product in the form of colorless crystals; m.p. 178°-180° C. The reactants are FC1=CC=C(C=C1)C=1N=C(SC1)C1(CC(OCC1)(C)C)CN ((4-(4-(4-fluorophenyl)thiazol-2-yl)-2,2-dimethyltetrahydro-2H-pyran-4-yl)methanamine), FC(C1=NC(=NO1)C=1C=C(C(=O)O)C=CC1)(F)F (3-(5-(trifluoromethyl)-1,2,4-oxadiazol-3-yl)benzoic acid). Yields the product FC1=CC=C(C=C1)C=1N=C(SC1)C1(CC(OCC1)(C)C)CNC(C1=CC(=CC=C1)C1=NOC(=N1)C(F)(F)F)=O (N-((4-(4-(4-Fluorophenyl)thiazol-2-yl)-2,2-dimethyltetrahydro-2H-pyran-4-yl)methyl)-3-(5-(trifluoromethyl)-1,2,4-oxadiazol-3-yl)benzamide). The yield is 17.0%. As a reaction SMILES: [F:1][C:2]1[CH:7]=[CH:6][C:5]([C:8]2[N:9]=[C:10]([C:13]3([CH2:21][NH2:22])[CH2:18][CH2:17][O:16][C:15]([CH3:20])([CH3:19])[CH2:14]3)[S:11][CH:12]=2)=[CH:4][CH:3]=1.[F:23][C:24]([F:40])([F:39])[C:25]1[O:29][N:28]=[C:27]([C:30]2[CH:31]=[C:32]([CH:36]=[CH:37][CH:38]=2)[C:33](O)=[O:34])[N:26]=1>>[F:1][C:2]1[CH:7]=[CH:6][C:5]([C:8]2[N:9]=[C:10]([C:13]3([CH2:21][NH:22][C:33](=[O:34])[C:32]4[CH:36]=[CH:37][CH:38]=[C:30]([C:27]5[N:26]=[C:25]([C:24]([F:40])([F:39])[F:23])[O:29][N:28]=5)[CH:31]=4)[CH2:18][CH2:17][O:16][C:15]([CH3:19])([CH3:20])[CH2:14]3)[S:11][CH:12]=2)=[CH:4][CH:3]=1. Procedure: This compound was synthesized from (4-(4-(4-fluorophenyl)thiazol-2-yl)-2,2-dimethyltetrahydro-2H-pyran-4-yl)methanamine and 3-(5-(trifluoromethyl)-1,2,4-oxadiazol-3-yl)benzoic acid as described in example 8 step 6 (7 mg, yield 17%): 1H NMR (500 MHz, CD3OD) δ 8.41 (t, J=1 Hz, 1H), 8.23 (d, J=4 Hz, 1H), 7.96-7.90 (m, 3H), 7.76 (s, 1H), 7.61 (t, J=7.7 Hz, 1H), 7.69-7.04 (t, J=8.8 Hz, 2H), 3.88 (m, 2H), 3.60 (s, 2H), 2.52 (m, 2H), 1.95 (m, 2H), 1.29 (s, 3H), 0.81 (s, 3H). MS (ESI) m/z: Calculated fo... Starting materials: BrC1=CC(=C(C=C1)S(=O)(=O)NC1=C(C=CC(=N1)N1C[C@H](N([C@H](C1)C)C(=O)OC(C)(C)C)C)OC)Cl (1,1-Dimethylethyl (2R,6S)-4-[6-{[(4-bromo-2-chlorophenyl)sulfonyl]amino}-5-(methyloxy)-2-pyridinyl]-2,6-dimethyl-1-piperazinecarboxylate), CC=1C=C(SC1)B(O)O (4-methylthiophene-2-boronic acid), (1,1′-Bis(diphenylphosphino)ferrocene)palladium(II) chloride, C([O-])([O-])=O.[Na+].[Na+] (sodium carbonate), O (water). Run in COCCOC (DME), C(C)(=O)OCC (ethyl acetate). The product is ClC1=C(C=CC(=C1)C=1SC=C(C1)C)S(=O)(=O)NC1=C(C=CC(=N1)N1C[C@H](N([C@H](C1)C)C(=O)OC(C)(C)C)C)OC (1,1-Dimethylethyl (2R,6S)-4-[6-({[2-chloro-4-(4-methyl-2-thienyl)phenyl]sulfonyl}amino)-5-(methyloxy)-2-pyridinyl]-2,6-dimethyl-1-piperazinecarboxylate). As a reaction SMILES: Br[C:2]1[CH:7]=[CH:6][C:5]([S:8]([NH:11][C:12]2[N:17]=[C:16]([N:18]3[CH2:23][C@H:22]([CH3:24])[N:21]([C:25]([O:27][C:28]([CH3:31])([CH3:30])[CH3:29])=[O:26])[C@H:20]([CH3:32])[CH2:19]3)[CH:15]=[CH:14][C:13]=2[O:33][CH3:34])(=[O:10])=[O:9])=[C:4]([Cl:35])[CH:3]=1.[CH3:36][C:37]1[CH:38]=[C:39](B(O)O)[S:40][CH:41]=1.C(=O)([O-])[O-].[Na+].[Na+].O>COCCOC.C(OCC)(=O)C>[Cl:35][C:4]1[CH:3]=[C:2]([C:39]2[S:40][CH:41]=[C:37]([CH3:36])[CH:38]=2)[CH:7]=[CH:6][C:5]=1[S:8]([NH:11][C:12]1[N:17]=[C:16]([N:18]2[CH2:23][C@H:22]([CH3:24])[N:21]([C:25]([O:27][C:28]([CH3:31])([CH3:30])[CH3:29])=[O:26])[C@H:20]([CH3:32])[CH2:19]2)[CH:15]=[CH:14][C:13]=1[O:33][CH3:34])(=[O:10])=[O:9] |f:2.3.4|. Procedure details: 1,1-Dimethylethyl (2R,6S)-4-[6-{[(4-bromo-2-chlorophenyl)sulfonyl]amino}-5-(methyloxy)-2-pyridinyl]-2,6-dimethyl-1-piperazinecarboxylate (D13) (0.15 g, 0.254 mmol), 4-methylthiophene-2-boronic acid (0.054 g, 0.382 mmol), (1,1′-Bis(diphenylphosphino)ferrocene)palladium(II) chloride, DCM complex (9.2 mg, 0.0127 mmol), sodium carbonate (0.053 g, 0.508 mmol) were heated in DME (2 mL) and water (1 mL) at 120° C. in the microwave for 20 minutes. The reaction was then diluted with ethyl acetate (50 mL)... Reactants: FC1=C(C=C(C=C1)C(C)O)N1CCOCC1 (1-(4-fluoro-3-morpholin-4-yl-phenyl)ethanol), [N-]=[N+]=[N-] (azide), C1CCC2=NCCCN2CC1 (DBU). Run in C1(=CC=CC=C1)C (toluene), C1(=CC=CC=C1)C (toluene), C(C)(=O)OCC (ethyl acetate). Run at temperature 0 celsius, time 2 hour. Yields the product N(=[N+]=[N-])C(C)C=1C=CC(=C(C1)N1CCOCC1)F ((±)-4-[5-(1-Azido-ethyl)-2-fluorophenyl]morpholine). As a reaction SMILES: [F:1][C:2]1[CH:7]=[CH:6][C:5]([CH:8](O)[CH3:9])=[CH:4][C:3]=1[N:11]1[CH2:16][CH2:15][O:14][CH2:13][CH2:12]1.[N-:17]=[N+:18]=[N-:19].C1CCN2C(=NCCC2)CC1>C1(C)C=CC=CC=1.C(OCC)(=O)C>[N:17]([CH:8]([C:5]1[CH:6]=[CH:7][C:2]([F:1])=[C:3]([N:11]2[CH2:16][CH2:15][O:14][CH2:13][CH2:12]2)[CH:4]=1)[CH3:9])=[N+:18]=[N-:19]. Procedure details: To a solution of 1-(4-fluoro-3-morpholin-4-yl-phenyl)ethanol (3.7 g) and diphenylphosphory azide (6.765) in toluene (24 mL) at 0° C. was added a solution of DBU (3.74 g) in toluene (2 mL) and the resulting solution was stirred at 0° C. for 2 hours. The reaction mixture was warmed to room temperature and then stirred for 16 hours. The reaction was diluted with ethyl acetate and quenched with water. The organic layer was washed with water, dried over MgSO4, and concentrated in vacuo. The residue w... Reactants: Cl.C(C)NC(=N)N1N=CC(C1)(C)C (N-Ethyl-4,4-dimethyl-4,5-dihydro-pyrazole-1-carboxamidine hydrochloride), CCN(C(C)C)C(C)C (DIPEA), ClC=1C=C(C=CC1)S(=O)(=O)Cl (3-chloro-benzenesulfonyl chloride). The solvent is C(Cl)Cl (DCM). Reaction conditions: time 20 hour. The product is ClC=1C=C(C=CC1)S(=O)(=O)N=C(NCC)N1N=CC(C1)(C)C (3-Chloro-N-[(4,4-dimethyl-4,5-dihydro-pyrazol-1-yl)-ethylamino-methylene]-benzenesulfonamide). Reaction SMILES: Cl.[CH2:2]([NH:4][C:5]([N:7]1[CH2:11][C:10]([CH3:13])([CH3:12])[CH:9]=[N:8]1)=[NH:6])[CH3:3].CCN(C(C)C)C(C)C.[Cl:23][C:24]1[CH:25]=[C:26]([S:30](Cl)(=[O:32])=[O:31])[CH:27]=[CH:28][CH:29]=1>C(Cl)Cl>[Cl:23][C:24]1[CH:25]=[C:26]([S:30]([N:6]=[C:5]([N:7]2[CH2:11][C:10]([CH3:12])([CH3:13])[CH:9]=[N:8]2)[NH:4][CH2:2][CH3:3])(=[O:32])=[O:31])[CH:27]=[CH:28][CH:29]=1 |f:0.1|. Procedure details: 6.39 g N-Ethyl-4,4-dimethyl-4,5-dihydro-pyrazole-1-carboxamidine hydrochloride was suspended in 65 mL DCM. 12.0 mL DIPEA and 3.96 mL 3-chloro-benzenesulfonyl chloride were added and the suspension was stirred for 20 h. at room temperature, resulting in a dark brown turbid solution. The mixture was extracted with 2M NaOH (2×125 mL) and 1M HCl (2×125 mL)7 washed with water (100 mL), and the organic layer was dried over Na2SO4 followed by evaporation under reduced pressure to yield 7.70 g of a brow... The reactants are C[Si](C)(C)[N-][Si](C)(C)C.[Na+] (NaHMDS), C[Si](C)(C)[N-][Si](C)(C)C.[Na+] (NaHMDS), NC1=CC(=NN1C(=O)OC(C)(C)C)CCC1=CC(=CC(=C1)OC)OC (tert-butyl 5-amino-3-[2-(3,5-dimethoxyphenyl)ethyl]-1H-pyrazole-1-carboxylate), CN1CCN(CC1)C1=NC=C(C=N1)C(=O)OC (methyl 2-(4-methylpiperazin-1-yl)pyrimidine-5-carboxylate). Solvent: C1CCOC1 (THF), C1CCOC1 (THF). Conditions: time 18 hour. The product is COC=1C=C(C=C(C1)OC)CCC=1C=C(NN1)NC(=O)C=1C=NC(=NC1)N1CCN(CC1)C (N-[5-[2-(3,5-Dimethoxyphenyl)ethyl]-2H-pyrazol-3-yl]-2-(4-methylpiperazin-1-yl)pyrimidine-5-carboxamide). Yield: 0.6%. As a reaction SMILES: C[Si]([N-][Si](C)(C)C)(C)C.[Na+].[NH2:11][C:12]1[N:16](C(OC(C)(C)C)=O)[N:15]=[C:14]([CH2:24][CH2:25][C:26]2[CH:31]=[C:30]([O:32][CH3:33])[CH:29]=[C:28]([O:34][CH3:35])[CH:27]=2)[CH:13]=1.[CH3:36][N:37]1[CH2:42][CH2:41][N:40]([C:43]2[N:48]=[CH:47][C:46]([C:49](OC)=[O:50])=[CH:45][N:44]=2)[CH2:39][CH2:38]1>C1COCC1>[CH3:33][O:32][C:30]1[CH:31]=[C:26]([CH2:25][CH2:24][C:14]2[CH:13]=[C:12]([NH:11][C:49]([C:46]3[CH:47]=[N:48][C:43]([N:40]4[CH2:41][CH2:42][N:37]([CH3:36])[CH2:38][CH2:39]4)=[N:44][CH:45]=3)=[O:50])[NH:16][N:15]=2)[CH:27]=[C:28]([O:34][CH3:35])[CH:29]=1 |f:0.1|. Reported procedure: A solution of NaHMDS (2.100 ml, 2.10 mmol) in THF (1.0M) was added to a stirred solution of tert-butyl 5-amino-3-[2-(3,5-dimethoxyphenyl)ethyl]-1H-pyrazole-1-carboxylate (0.486 g, 1.4 mmol) and methyl 2-(4-methylpiperazin-1-yl)pyrimidine-5-carboxylate (0.397 g, 1.68 mmol) in THF (7.00 ml, cooled to −20° C.), over a period of 5 mins under nitrogen. The resulting solution was stirred at room temperature for 18 h. The mixture was heated to reflux for 90 min, then cooled to room temperature. More Na... The reactants are BrCC1=CC=C(C=C1)F (1-(bromomethyl)-4-fluorobenzene), BrC=1C=CC(=C(C(=O)O)C1)O (5-bromo-2-hydroxybenzoic acid), C([O-])([O-])=O.[K+].[K+] (potassium carbonate). Run in CC(=O)C (acetone). Reaction conditions: temperature 70 celsius, time 8 hour. Product: BrC=1C=CC(=C(C(=O)OCC2=CC=C(C=C2)F)C1)OCC1=CC=C(C=C1)F ((4-Fluorophenyl)methyl 5-bromo-2-{[(4-fluorophenyl)methyl]oxy}benzoate). RXN SMILES: Br[CH2:2][C:3]1[CH:8]=[CH:7][C:6]([F:9])=[CH:5][CH:4]=1.[Br:10][C:11]1[CH:12]=[CH:13][C:14]([OH:20])=[C:15]([CH:19]=1)[C:16]([OH:18])=[O:17].C(=O)([O-])[O-].[K+].[K+]>CC(C)=O>[Br:10][C:11]1[CH:12]=[CH:13][C:14]([O:20][CH2:2][C:3]2[CH:8]=[CH:7][C:6]([F:9])=[CH:5][CH:4]=2)=[C:15]([CH:19]=1)[C:16]([O:18][CH2:2][C:3]1[CH:8]=[CH:7][C:6]([F:9])=[CH:5][CH:4]=1)=[O:17] |f:2.3.4|. Procedure details: Neat 1-(bromomethyl)-4-fluorobenzene (1533 mg, 8.11 mmol) was added over 1 min to a stirred suspension of 5-bromo-2-hydroxybenzoic acid (800 mg, 3.69 mmol) and potassium carbonate (1274 mg, 9.22 mmol) in acetone (60 ml) in air at room temperature. The reaction mixture was stirred at 70° C. overnight. After filtering, the filtrate was evaporated to give a solid, which was dried in vacuo to yield the title compound as a white solid. 1.56 g. Starting materials: BrC1=CC(=C(C=C1)NC(CC(=O)OCC)=O)C (ethyl 3-[(4-bromo-2-methylphenyl)amino]-3-oxopropanoate), [OH-].[Na+] (sodium hydroxide). The solvent is C(C)O (ethanol). Reaction conditions: time 4 hour. The product is BrC1=CC(=C(C=C1)NC(CC(=O)O)=O)C (3-[(4-bromo-2-methylphenyl)amino]-3-oxopropanoic acid). Reaction SMILES: [Br:1][C:2]1[CH:7]=[CH:6][C:5]([NH:8][C:9](=[O:16])[CH2:10][C:11]([O:13]CC)=[O:12])=[C:4]([CH3:17])[CH:3]=1.[OH-].[Na+]>C(O)C>[Br:1][C:2]1[CH:7]=[CH:6][C:5]([NH:8][C:9](=[O:16])[CH2:10][C:11]([OH:13])=[O:12])=[C:4]([CH3:17])[CH:3]=1 |f:1.2|. Reported procedure: A 6.0 gram (0.02 mole) portion of ethyl 3-[(4-bromo-2-methylphenyl)amino]-3-oxopropanoate prepared in Example I (Compound No. 75) was dissolved in approximately 80 milliliters of ethanol and 1.2 grams (0.03 mole) of sodium hydroxide pellets were added to the resulting mixture. The mixture was stirred for four hours and then allowed to stand overnight. The mixture was then evaporated to dryness and water added to give a yellow cloudy solution. This solution was extracted with methylene chloride a... Reported procedure: Synthesized from 1-chloro-4-hydroxy-isoquinoline-3-carboxylic acid butyl ester and pyridin-3-ol in analogy to Example D-20 d); MS-(+)-ion: M+1=339.1. Reactants: C(CCC)OC(=O)C=1N=C(C2=CC=CC=C2C1O)Cl (1-chloro-4-hydroxy-isoquinoline-3-carboxylic acid butyl ester), N1=CC(=CC=C1)O (pyridin-3-ol). As a reaction SMILES: [CH2:1]([O:5][C:6]([C:8]1[N:9]=[C:10](Cl)[C:11]2[C:16]([C:17]=1[OH:18])=[CH:15][CH:14]=[CH:13][CH:12]=2)=[O:7])[CH2:2][CH2:3][CH3:4].[N:20]1[CH:25]=[CH:24][CH:23]=[C:22]([OH:26])[CH:21]=1>>[CH2:1]([O:5][C:6]([C:8]1[N:9]=[C:10]([O:26][C:22]2[CH:21]=[N:20][CH:25]=[CH:24][CH:23]=2)[C:11]2[C:16]([C:17]=1[OH:18])=[CH:15][CH:14]=[CH:13][CH:12]=2)=[O:7])[CH2:2][CH2:3][CH3:4]. The product is C(CCC)OC(=O)C=1N=C(C2=CC=CC=C2C1O)OC=1C=NC=CC1 (4-Hydroxy-1-(pyridin-3-yloxy)-isoquinoline-3-carboxylic acid butyl ester).